Dataset: the Open Reaction Database (ORD), a public repository of structured organic reaction records. Task: describe an organic reaction: reactants, conditions, products, and yield Starting materials: C(C)(C)(C)OC(NC1=C(C=C(C(=C1)OCC)C(F)(F)F)NC(CC(=O)C1=CC(=CC=C1)C1=CC(=NC(=C1)C)C1CC1)=O)=O ((2-{3-[3-(2-Cyclopropyl-6-methyl-pyridin-4-yl)-phenyl]-3-oxo-propionylamino}-5-ethoxy-4-trifluoromethyl-phenyl)-carbamic acid tert-butyl ester), C(=O)(C(F)(F)F)O (TFA). Run in C(Cl)Cl (CH2Cl2). Yields the product C1(CC1)C1=NC(=CC(=C1)C=1C=C(C=CC1)C1=NC2=C(NC(C1)=O)C=C(C(=C2)OCC)C(F)(F)F)C (4-[3-(2-Cyclopropyl-6-methyl-pyridin-4-yl)-phenyl]-7-ethoxy-8-trifluoromethyl-1,3-dihydro-benzo[b][1,4]diazepin-2-one), solid. The yield is 76.0%. As a reaction SMILES: C(OC(=O)[NH:7][C:8]1[CH:13]=[C:12]([O:14][CH2:15][CH3:16])[C:11]([C:17]([F:20])([F:19])[F:18])=[CH:10][C:9]=1[NH:21][C:22](=[O:42])[CH2:23][C:24]([C:26]1[CH:31]=[CH:30][CH:29]=[C:28]([C:32]2[CH:37]=[C:36]([CH3:38])[N:35]=[C:34]([CH:39]3[CH2:41][CH2:40]3)[CH:33]=2)[CH:27]=1)=O)(C)(C)C.C(O)(C(F)(F)F)=O>C(Cl)Cl>[CH:39]1([C:34]2[CH:33]=[C:32]([C:28]3[CH:27]=[C:26]([C:24]4[CH2:23][C:22](=[O:42])[NH:21][C:9]5[CH:10]=[C:11]([C:17]([F:20])([F:19])[F:18])[C:12]([O:14][CH2:15][CH3:16])=[CH:13][C:8]=5[N:7]=4)[CH:31]=[CH:30][CH:29]=3)[CH:37]=[C:36]([CH3:38])[N:35]=2)[CH2:41][CH2:40]1. Procedure: The title compound was prepared from (2-{3-[3-(2-cyclopropyl-6-methyl-pyridin-4-yl)-phenyl]-3-oxo-propionylamino}-5-ethoxy-4-trifluoromethyl-phenyl)-carbamic acid tert-butyl ester (Example M238) (244 mg, 0.41 mmol) by treatment with TFA in CH2Cl2 according to the general procedure N. Obtained as an off-white solid (150 mg, 76%). Starting materials: O=C([O-])[O-], CN(C)C=O, [K+], [K+], NC1CCc2ccccc21, CCc1nc(N)nc(Cl)n1. Yields the product CCc1nc(N)nc(NC2CCc3ccccc32)n1. As a reaction SMILES: [C:1](=[O:2])([O-:3])[O-:4].[CH3:27][N:28]([CH3:29])[CH:30]=[O:31].[K+:5].[K+:6].[NH2:17][CH:18]1[CH2:19][CH2:20][c:21]2[cH:22][cH:23][cH:24][cH:25][c:26]21.[NH2:7][c:8]1[n:9][c:10]([CH2:15][CH3:16])[n:11][c:12]([Cl:14])[n:13]1>>[NH2:7][c:8]1[n:9][c:10]([CH2:15][CH3:16])[n:11][c:12]([NH:17][CH:18]2[CH2:19][CH2:20][c:21]3[cH:22][cH:23][cH:24][cH:25][c:26]32)[n:13]1.